describe an organic reaction: reactants, conditions, products, and yield From a dataset of the Open Reaction Database (ORD), a public repository of structured organic reaction records. Reaction SMILES: [CH2:20]([CH3:21])[OH:22].[ClH:23].[N+:1](=[O:2])([O-:3])[c:4]1[cH:5][cH:6][cH:7][c:8]2[c:9]([C:17](=[O:18])[OH:19])[cH:10][cH:11][c:12]([C:14](=[O:15])[OH:16])[c:13]12>>[N+:1](=[O:2])([O-:3])[c:4]1[cH:5][cH:6][cH:7][c:8]2[c:9]([C:17]([O:18][CH2:20][CH3:21])=[O:19])[cH:10][cH:11][c:12]([C:14](=[O:15])[OH:16])[c:13]12. Reactants: CCO, Cl, O=C(O)c1ccc(C(=O)O)c2c([N+](=O)[O-])cccc12. Yields the product CCOC(=O)c1ccc(C(=O)O)c2c([N+](=O)[O-])cccc12. Starting materials: BrC1=CC=C2C=CC3=CC=CC4=CC=C1C2=C34 (1-Bromopyrene), C[S-].[Na+] (sodium methanethiolate), Cl (HCl). The solvent is CN(C)C=O (DMF). Conditions: temperature 150 celsius. Yields the product C1(=CC=C2C=CC3=CC=CC4=CC=C1C2=C34)S (Pyrene-1-thiol). Yield: 65.3%. Reaction SMILES: Br[C:2]1[C:15]2[C:16]3=[C:17]4[C:12](=[CH:13][CH:14]=2)[CH:11]=[CH:10][CH:9]=[C:8]4[CH:7]=[CH:6][C:5]3=[CH:4][CH:3]=1.C[S-:19].[Na+].Cl>CN(C=O)C>[C:2]1([SH:19])[C:15]2[C:16]3=[C:17]4[C:12](=[CH:13][CH:14]=2)[CH:11]=[CH:10][CH:9]=[C:8]4[CH:7]=[CH:6][C:5]3=[CH:4][CH:3]=1 |f:1.2|. Procedure details: 1-Bromopyrene (550 mg, 1.96 mmol) and sodium methanethiolate (480 mg, 6.85 mmol) were dissolved in freshly distilled DMF under dry nitrogen. The reaction was stirred at 150° C. and monitored by GC-MS until complete. After completion 50 mL of HCl 0.1M were added to the reaction mixture and extracted with 3 portions of ether. The organic phase was washed with 2 portions of water. The extracts were dried with magnesium sulfate and evaporated. The crude product was further purified by chromatography... Starting materials: Reduced iron, [Cl-].[NH4+] (ammonium chloride), O (water), ClC1=NC=C(C=C1C(F)(F)F)[N+](=O)[O-] (2-chloro-5-nitro-3-(trifluoromethyl)pyridine), Reduced iron. The solvent is CO (methanol). Conditions: time 5 minute. Product: ClC1=C(C=C(C=N1)N)C(F)(F)F (6-chloro-5-(trifluoromethyl)pyridine-3-amine). The yield is 64.0%. RXN SMILES: [Cl-].[NH4+].O.[Cl:4][C:5]1[C:10]([C:11]([F:14])([F:13])[F:12])=[CH:9][C:8]([N+:15]([O-])=O)=[CH:7][N:6]=1>CO>[Cl:4][C:5]1[N:6]=[CH:7][C:8]([NH2:15])=[CH:9][C:10]=1[C:11]([F:14])([F:12])[F:13] |f:0.1|. Procedure details: Reduced iron (1.3 g) and ammonium chloride (2.1 g) were added to water (40 mL), and the mixture was stirred at room temperature for 5 min. A solution of 2-chloro-5-nitro-3-(trifluoromethyl)pyridine (1.8 g) in methanol (40 mL) was added, and the mixture was stirred at room temperature for 1 hr. Reduced iron (2.3 g) was added, and the mixture was further stirred at the same temperature for 3 hr. The reaction mixture was filtered through celite, and celite was washed with ethyl acetate. The filtrat... Reactants: FC1=C(C(=O)Cl)C=CC=C1I (2-fluoro-3-iodobenzoyl chloride), IC=1C=C(C=CC1)C=1OC[C@H](N1)C1=CC=CC=C1 ((+)-4,5-dihydro-2-(3-iodophenyl)-4(R)-phenyloxazole). Yields the product FC1=C(C=CC=C1I)C=1OC[C@H](N1)C1=CC=CC=C1 (4,5-Dihydro-2-(2-fluoro-3-iodophenyl)-4(R)-phenyloxazole). As a reaction SMILES: [F:1][C:2]1[C:10]([I:11])=[CH:9][CH:8]=[CH:7][C:3]=1[C:4](Cl)=[O:5].IC1C=C(C2O[CH2:21][C@@H:22]([C:24]3[CH:29]=[CH:28][CH:27]=[CH:26][CH:25]=3)[N:23]=2)C=CC=1>>[F:1][C:2]1[C:10]([I:11])=[CH:9][CH:8]=[CH:7][C:3]=1[C:4]1[O:5][CH2:21][C@@H:22]([C:24]2[CH:29]=[CH:28][CH:27]=[CH:26][CH:25]=2)[N:23]=1. Reported procedure: 4,5-Dihydro-2-(2-fluoro-3-iodophenyl)-4(R)-phenyloxazole was prepared from 2-fluoro-3-iodobenzoyl chloride in a similar manner to that of (+)-4,5-dihydro-2-(3-iodophenyl)-4(R)-phenyloxazole as described in Example 1. Reactants: BrCCCC(C(=O)OCC)(C)C (Ethyl 5-bromo-2,2-dimethylpentanoate), NC(=S)N (thiourea), [OH-].[K+] (KOH). Run in CCO (EtOH). Run at time 10 minute. Yields the product SCCCC(C(=O)OCC)(C)C (Ethyl 5-mercapto-2,2-dimethylpentanoate). Isolated yield 89.9%. As a reaction SMILES: Br[CH2:2][CH2:3][CH2:4][C:5]([CH3:12])([CH3:11])[C:6]([O:8][CH2:9][CH3:10])=[O:7].NC(N)=[S:15].[OH-].[K+]>CCO>[SH:15][CH2:2][CH2:3][CH2:4][C:5]([CH3:12])([CH3:11])[C:6]([O:8][CH2:9][CH3:10])=[O:7] |f:2.3|. Reported procedure: Ethyl 5-bromo-2,2-dimethylpentanoate (9.1 g, 38.4 mmol) in 100 mL EtOH, was treated with thiourea (3.65 g, 48.0 mmol) and KOH (2.69 g, 48.0 mmol) and stirred at rt for 10 minutes. After gentle heating (40-45 C.) for one hour, the solution was cooled and quenched by adding it to a stirred solution of 100 g ice, 100 mL conc. HCl, and 100 mL water. This aqueous layer was then extracted with 3×200 mL methylene chloride. The combined organics were washed with 5% NaHCO3 (2×200 mL), then sat. NH4Cl (30... The reactants are C(=O)(O)[O-].[Na+] (NaHCO3), FC1=CC(=C(C=C1)B(O)O)OC (4-fluoro-2-methoxyphenylboronic acid), BrC1=CC(=C(C#N)C=C1)C(F)(F)F (4-bromo-2-trifluoromethylbenzonitrile). Reagents/catalysts: C=1C=CC(=CC1)[P](C=2C=CC=CC2)(C=3C=CC=CC3)[Pd]([P](C=4C=CC=CC4)(C=5C=CC=CC5)C=6C=CC=CC6)([P](C=7C=CC=CC7)(C=8C=CC=CC8)C=9C=CC=CC9)[P](C=1C=CC=CC1)(C=1C=CC=CC1)C=1C=CC=CC1 (Pd(PPh3)4). The solvent is C1(=CC=CC=C1)C (toluene), CCO (EtOH), [Cl-].[Na+].O (brine). Run at temperature 95 celsius. The product is FC1=CC(=C(C=C1)C1=CC(=C(C=C1)C#N)C(F)(F)F)OC (4′-Fluoro-2′-methoxy-3-trifluoromethyl-biphenyl-4-carbonitrile). Isolated yield 80.5%. Reaction SMILES: Br[C:2]1[CH:9]=[CH:8][C:5]([C:6]#[N:7])=[C:4]([C:10]([F:13])([F:12])[F:11])[CH:3]=1.C([O-])(O)=O.[Na+].[F:19][C:20]1[CH:25]=[CH:24][C:23](B(O)O)=[C:22]([O:29][CH3:30])[CH:21]=1>C1(C)C=CC=CC=1.CCO.[Cl-].[Na+].O.C1C=CC([P]([Pd]([P](C2C=CC=CC=2)(C2C=CC=CC=2)C2C=CC=CC=2)([P](C2C=CC=CC=2)(C2C=CC=CC=2)C2C=CC=CC=2)[P](C2C=CC=CC=2)(C2C=CC=CC=2)C2C=CC=CC=2)(C2C=CC=CC=2)C2C=CC=CC=2)=CC=1>[F:19][C:20]1[CH:25]=[CH:24][C:23]([C:2]2[CH:9]=[CH:8][C:5]([C:6]#[N:7])=[C:4]([C:10]([F:13])([F:12])[F:11])[CH:3]=2)=[C:22]([O:29][CH3:30])[CH:21]=1 |f:1.2,6.7.8,^1:47,49,68,87|. Reported procedure: In a round bottom flask under argon, 4-bromo-2-trifluoromethylbenzonitrile (1 g, 4 mmol) was solubilized in a mixture of toluene (55 mL) and EtOH (20 mL). Aq. NaHCO3 (20 ml, 5 eq., 0.8 M solution) and 4-fluoro-2-methoxyphenylboronic acid (816 mg, 4.8 mmol) were added. The mixture was degassed under the stream of argon for 10 min. Then Pd(PPh3)4 (462 mg, 0.4 mmol) was added and the mixture was heated at 95° C. for 2 hr. After it was cooled, the mixture was poured in brine and extracted with CH2Cl... The reactants are [Br-], C#CCSc1ncc(Cl)cn1, CO, [Cl-], [K+], [Na+], O, OO, O=[Se]=O. The product is C#CCS(=O)c1ncc(Cl)cn1. Reaction SMILES: [Br-:19].[CH2:6]([C:7]#[CH:8])[S:9][c:10]1[n:11][cH:12][c:13]([Cl:16])[cH:14][n:15]1.[CH3:22][OH:23].[Cl-:17].[K+:20].[Na+:18].[OH2:21].[OH:4][OH:5].[Se:1](=[O:2])=[O:3]>>[O:4]=[S:9]([CH2:6][C:7]#[CH:8])[c:10]1[n:11][cH:12][c:13]([Cl:16])[cH:14][n:15]1. The reactants are Cc1cc(Br)cnc1CCCCN, CSc1ncc(Cc2ccc(F)cc2)c(=O)[nH]1, c1ccncc1. The product is Cc1cc(Br)cnc1CCCCNc1ncc(Cc2ccc(F)cc2)c(=O)[nH]1. As a reaction SMILES: [Br:1][c:2]1[cH:3][c:4]([CH3:13])[c:5]([CH2:8][CH2:9][CH2:10][CH2:11][NH2:12])[n:6][cH:7]1.[F:14][c:15]1[cH:16][cH:17][c:18]([CH2:19][c:20]2[c:21](=[O:28])[nH:22][c:23]([S:26][CH3:27])[n:24][cH:25]2)[cH:29][cH:30]1.[cH:31]1[cH:32][cH:33][n:34][cH:35][cH:36]1>>[Br:1][c:2]1[cH:3][c:4]([CH3:13])[c:5]([CH2:8][CH2:9][CH2:10][CH2:11][NH:12][c:23]2[nH:22][c:21](=[O:28])[c:20]([CH2:19][c:18]3[cH:17][cH:16][c:15]([F:14])[cH:30][cH:29]3)[cH:25][n:24]2)[n:6][cH:7]1.